Dataset: the Open Reaction Database (ORD), a public repository of structured organic reaction records. Task: describe an organic reaction: reactants, conditions, products, and yield Product: Cc1nn(C)c2c1N(C(=O)CCl)c1ccccc1NC2=O. As a reaction SMILES: [C:23](=[O:24])([O-:25])[O-:26].[CH3:35][c:36]1[cH:37][cH:38][cH:39][cH:40][cH:41]1.[CH3:6][n:7]1[n:8][c:9]([CH3:22])[c:10]2[c:16]1[C:15](=[O:17])[NH:14][c:13]1[c:12]([cH:21][cH:20][cH:19][cH:18]1)[NH:11]2.[Cl:1][CH2:2][C:3](=[O:4])[Cl:5].[K+:27].[K+:28].[O:29]1[CH2:30][CH2:31][O:32][CH2:33][CH2:34]1>>[Cl:1][CH2:2][C:3](=[O:4])[N:11]1[c:10]2[c:9]([CH3:22])[n:8][n:7]([CH3:6])[c:16]2[C:15](=[O:17])[NH:14][c:13]2[c:12]1[cH:21][cH:20][cH:19][cH:18]2. Starting materials: O=C([O-])[O-], Cc1ccccc1, Cc1nn(C)c2c1Nc1ccccc1NC2=O, O=C(Cl)CCl, [K+], [K+], C1COCCO1. The reactants are CCCCc1nc(C)n(CC(O)C23CC4CC(CC(C4)C2)C3)c(=O)c1Cc1ccc(-c2ccccc2-c2noc(=O)[nH]2)cc1, O=C([O-])O, ClCCl, [Na+], [Na+], [Na+], O=S([O-])([O-])=S. The product is CCCCc1nc(C)n(CC(=O)C23CC4CC(CC(C4)C2)C3)c(=O)c1Cc1ccc(-c2ccccc2-c2noc(=O)[nH]2)cc1. RXN SMILES: [C:1]12([CH:11]([CH2:12][n:13]3[c:14]([CH3:43])[n:15][c:16]([CH2:39][CH2:40][CH2:41][CH3:42])[c:17]([CH2:20][c:21]4[cH:22][cH:23][c:24](-[c:27]5[c:28](-[c:33]6[n:34][o:35][c:36](=[O:38])[nH:37]6)[cH:29][cH:30][cH:31][cH:32]5)[cH:25][cH:26]4)[c:18]3=[O:19])[OH:44])[CH2:2][CH:3]3[CH2:4][CH:5]([CH2:6][CH:7]([CH2:8]1)[CH2:9]3)[CH2:10]2.[C:45](=[O:46])([O-:47])[OH:48].[CH2:57]([Cl:58])[Cl:59].[Na+:49].[Na+:55].[Na+:56].[S:50]([O-:51])([O-:52])(=[O:53])=[S:54]>>[C:1]12([C:11]([CH2:12][n:13]3[c:14]([CH3:43])[n:15][c:16]([CH2:39][CH2:40][CH2:41][CH3:42])[c:17]([CH2:20][c:21]4[cH:22][cH:23][c:24](-[c:27]5[c:28](-[c:33]6[n:34][o:35][c:36](=[O:38])[nH:37]6)[cH:29][cH:30][cH:31][cH:32]5)[cH:25][cH:26]4)[c:18]3=[O:19])=[O:44])[CH2:2][CH:3]3[CH2:4][CH:5]([CH2:6][CH:7]([CH2:8]1)[CH2:9]3)[CH2:10]2. Reactants: CS(=O)(=O)c1ccc(C2=C(c3ccccc3)C(=O)OC2)cc1, CC(C)C[AlH]CC(C)C, ClCCl, [Na+], [OH-]. Yields the product CS(=O)(=O)c1ccc(C(CO)=C(CO)c2ccccc2)cc1. Reaction SMILES: [CH3:1][S:2](=[O:3])(=[O:4])[c:5]1[cH:6][cH:7][c:8]([C:11]2=[C:12]([c:17]3[cH:18][cH:19][cH:20][cH:21][cH:22]3)[C:13](=[O:16])[O:14][CH2:15]2)[cH:9][cH:10]1.[CH3:23][CH:24]([CH2:25][AlH:26][CH2:27][CH:28]([CH3:29])[CH3:30])[CH3:31].[Cl:34][CH2:35][Cl:36].[Na+:33].[OH-:32]>>[CH3:1][S:2](=[O:3])(=[O:4])[c:5]1[cH:6][cH:7][c:8]([C:11](=[C:12]([CH2:13][OH:16])[c:17]2[cH:18][cH:19][cH:20][cH:21][cH:22]2)[CH2:15][OH:14])[cH:9][cH:10]1. Starting materials: resultant mixture, [H][H] (Hydrogen), OC1=C(C=C(C=C1C(C)(C)CC)C(C)(C)CC)N1N=C2C(=[N+]1[O-])C=CC=C2 (2-(2'-hydroxy-3',5'-di-t-amylphenyl)benzotriazole-N-oxide), CNC (dimethylamine), four, [H][H] (hydrogen). The reagents and catalysts are [C].[Pd] (palladium carbon). The solvent is C1(=CC=CC=C1)C (toluene). Yields the product OC1=C(C=C(C=C1C(C)(C)CC)C(C)(C)CC)N1N=C2C(=N1)C=CC=C2 (2-(2'-hydroxy-3',5'-di-t-amylphenyl)benzotriazole). The yield is 93.0%. Reaction SMILES: [OH:1][C:2]1[C:7]([C:8]([CH2:11][CH3:12])([CH3:10])[CH3:9])=[CH:6][C:5]([C:13]([CH2:16][CH3:17])([CH3:15])[CH3:14])=[CH:4][C:3]=1[N:18]1[N+:22]([O-])=[C:21]2[CH:24]=[CH:25][CH:26]=[CH:27][C:20]2=[N:19]1.CNC.[H][H]>C1(C)C=CC=CC=1.[C].[Pd]>[OH:1][C:2]1[C:7]([C:8]([CH2:11][CH3:12])([CH3:10])[CH3:9])=[CH:6][C:5]([C:13]([CH2:16][CH3:17])([CH3:15])[CH3:14])=[CH:4][C:3]=1[N:18]1[N:22]=[C:21]2[CH:24]=[CH:25][CH:26]=[CH:27][C:20]2=[N:19]1 |f:4.5|. Reported procedure: 36.7 g (0.1 mol) of 2-(2'-hydroxy-3',5'-di-t-amylphenyl)benzotriazole-N-oxide, 0.125 g of 5% palladium carbon, 150 ml of a toluene solvent and 7 g of 50% dimethylamine were charged into a 500-ml four neck flask. After the air in the flask had been replaced by nitrogen, the resultant mixture was agitated at room temperature. Hydrogen was then supplemented to allow for the amount of hydrogen absorbed by the mixture, which was then subjected to reaction until no more hydrogen was absorbed by it. Af... The reactants are CCC12CCC3=C(CCc4cc(O)ccc43)C1=CCC2=O, CC(=O)OC(C)=O, c1ccncc1. Product: CCC12CCC3=C(CCc4cc(OC(C)=O)ccc43)C1=CCC2=O. Reaction SMILES: [CH2:1]([CH3:2])[C:3]12[C:4](=[O:21])[CH2:5][CH:6]=[C:7]1[C:8]1=[C:9]([CH2:10][CH2:11]2)[c:12]2[cH:13][cH:14][c:15]([OH:20])[cH:16][c:17]2[CH2:18][CH2:19]1.[CH3:22][C:23](=[O:24])[O:25][C:26](=[O:27])[CH3:28].[cH:29]1[cH:30][cH:31][n:32][cH:33][cH:34]1>>[CH2:1]([CH3:2])[C:3]12[C:4](=[O:21])[CH2:5][CH:6]=[C:7]1[C:8]1=[C:9]([CH2:10][CH2:11]2)[c:12]2[cH:13][cH:14][c:15]([O:20][C:23]([CH3:22])=[O:24])[cH:16][c:17]2[CH2:18][CH2:19]1. Reactants: Brc1cccc2c1CCNC2, C=CS(C)(=O)=O, ClCCl. The product is CS(=O)(=O)CCN1CCc2c(Br)cccc2C1. RXN SMILES: [Br:1][c:2]1[c:3]2[c:8]([cH:9][cH:10][cH:11]1)[CH2:7][NH:6][CH2:5][CH2:4]2.[CH3:12][S:13](=[O:14])(=[O:15])[CH:16]=[CH2:17].[Cl:18][CH2:19][Cl:20]>>[Br:1][c:2]1[c:3]2[c:8]([cH:9][cH:10][cH:11]1)[CH2:7][N:6]([CH2:17][CH2:16][S:13]([CH3:12])(=[O:14])=[O:15])[CH2:5][CH2:4]2. The reactants are ClC1=NC=C(C(=N1)Cl)Cl (2,4,5-trichloro-pyrimidine), ClC1=C(N)C=CC=C1 (o-chloroaniline), CN1C(CCC1)=O (N-methylpyrrolidinone), C(C)(C)N(C(C)C)CC (N,N-Diisopropylethylamine). Run at temperature 100 celsius. The product is ClC1=C(C=CC=C1)NC1=NC(=NC=C1Cl)Cl ((2-chloro-phenyl)-(2,5-dichloro-pyrimidin-4-yl)-amine). The yield is 83.6%. RXN SMILES: [Cl:1][C:2]1[CH:8]=[CH:7][CH:6]=[CH:5][C:3]=1[NH2:4].CN1CCCC1=O.C(N(CC)C(C)C)(C)C.[Cl:25][C:26]1[N:31]=[C:30](Cl)[C:29]([Cl:33])=[CH:28][N:27]=1>>[Cl:1][C:2]1[CH:8]=[CH:7][CH:6]=[CH:5][C:3]=1[NH:4][C:28]1[C:29]([Cl:33])=[CH:30][N:31]=[C:26]([Cl:25])[N:27]=1. Procedure details: Into a round bottom flask was added o-chloroaniline (6.46 mL, 39.2 mmol) and N-methylpyrrolidinone (37.8 mL, 392 mmol). N,N-Diisopropylethylamine (8.19 mL, 47.0 mmol) was added followed by 2,4,5-trichloro-pyrimidine (5.39 mL, 47.0 mmol) and the mixture was heated at 100° C. for 24 hours. The reaction mixture was then concentrated under reduced pressure and the residue was taken up in DCM (150 mL) and washed with water (150 mL). The organic layer was dried over sodium sulfate, filtered, and conce... The reactants are C(=O)C1=C(C=NC=C1)OC1=C(C=CC(=C1)OC)C1C(C(C2=CC=C(C=C12)OCCC)C1=CC2=C(C=C1)OCO2)C(=O)OC (Methyl(1RS,2SR,3RS)-3-[2-[(4-formylpyridin-3-yl)oxy]-4-methoxyphenyl]-1-(3,4-methylenedioxyphenyl)-5-(prop-1-yloxy)indane-2-carboxylate), [O-]Cl=O.[Na+] (NaClO2), NS(=O)(=O)O (NH2SO3H). The solvent is CC(C)(C)O (t-BuOH), O (water). Reaction conditions: time 2 hour. The product is C(=O)(O)C1=C(C=NC=C1)OC1=C(C=CC(=C1)OC)C1C(C(C2=CC=C(C=C12)OCCC)C1=CC2=C(C=C1)OCO2)C(=O)OC (Methyl(1RS,2SR,3RS)-3-[2-[(4-Carboxypyridin-3-yl)oxy]-4-methoxyphenyl]-1-(3,4-methylenedioxyphenyl)-5-(prop-1-yloxy)indane-2-carboxylate). The yield is 62.7%. RXN SMILES: [CH:1]([C:3]1[CH:8]=[CH:7][N:6]=[CH:5][C:4]=1[O:9][C:10]1[CH:15]=[C:14]([O:16][CH3:17])[CH:13]=[CH:12][C:11]=1[CH:18]1[C:26]2[C:21](=[CH:22][CH:23]=[C:24]([O:27][CH2:28][CH2:29][CH3:30])[CH:25]=2)[CH:20]([C:31]2[CH:36]=[CH:35][C:34]3[O:37][CH2:38][O:39][C:33]=3[CH:32]=2)[CH:19]1[C:40]([O:42][CH3:43])=[O:41])=[O:2].[O-:44]Cl=O.[Na+].NS(O)(=O)=O>CC(O)(C)C.O>[C:1]([C:3]1[CH:8]=[CH:7][N:6]=[CH:5][C:4]=1[O:9][C:10]1[CH:15]=[C:14]([O:16][CH3:17])[CH:13]=[CH:12][C:11]=1[CH:18]1[C:26]2[C:21](=[CH:22][CH:23]=[C:24]([O:27][CH2:28][CH2:29][CH3:30])[CH:25]=2)[CH:20]([C:31]2[CH:36]=[CH:35][C:34]3[O:37][CH2:38][O:39][C:33]=3[CH:32]=2)[CH:19]1[C:40]([O:42][CH3:43])=[O:41])([OH:44])=[O:2] |f:1.2|. Procedure: To a solution of Methyl(1RS,2SR,3RS)-3-[2-[(4-formylpyridin-3-yl)oxy]-4-methoxyphenyl]-1-(3,4-methylenedioxyphenyl)-5-(prop-1-yloxy)indane-2-carboxylate (128 mg, 0.24 mmol) in t-BuOH (10 mL) was added a solution of NaClO2 (34 mg, 0.28 mmol) and NH2SO3H (40 mg, 0.42 mmol) in water (6 mL). The reaction mixture was stirred at room temperature for 2 h and it was partitioned between water and ethyl acetate. The ethyl acetate extract was washed with water and brine and dried (Mg2SO4). The solvent was ... The reactants are BrC1=C2COC(=O)C2=CC=C1NC(C(CC(C)(C1=CC=CC=C1)C)=O)=O (4-bromo-5-(4-methyl-2-oxo-4-phenyl-valeroylamino)-phthalide), NC=1C=C2COC(=O)C2=CC1 (5-aminophthalide), C1(=CC=CC=C1)C1(CC1)CC(C(=O)O)=O (3-(1-phenyl-cyclopropyl)-2-oxo-propionic acid). Procedure: was obtained analogously to the process that is described for 4-bromo-5-(4-methyl-2-oxo-4-phenyl-valeroylamino)-phthalide from 5-aminophthalide and 3-(1-phenyl-cyclopropyl)-2-oxo-propionic acid, melting point 132-138° C. RXN SMILES: Br[C:2]1[C:11]([NH:12][C:13](=[O:26])[C:14](=[O:25])[CH2:15][C:16]([CH3:24])([C:18]2[CH:23]=[CH:22][CH:21]=[CH:20][CH:19]=2)[CH3:17])=[CH:10][CH:9]=[C:8]2[C:3]=1[CH2:4][O:5][C:6]2=[O:7].NC1C=C2C(=CC=1)C(=O)OC2.C1(C2(CC(=O)C(O)=O)CC2)C=CC=CC=1>>[C:18]1([C:16]2([CH2:15][C:14](=[O:25])[C:13]([NH:12][C:11]3[CH:2]=[C:3]4[C:8](=[CH:9][CH:10]=3)[C:6](=[O:7])[O:5][CH2:4]4)=[O:26])[CH2:24][CH2:17]2)[CH:23]=[CH:22][CH:21]=[CH:20][CH:19]=1. The product is C1(=CC=CC=C1)C1(CC1)CC(C(=O)NC=1C=C2COC(=O)C2=CC1)=O (5-[3-(1-Phenyl-cyclopropyl)-2-oxo-propionylamino]-phthalide).